The task is: describe an organic reaction: reactants, conditions, products, and yield. This data is from the Open Reaction Database (ORD), a public repository of structured organic reaction records. Starting materials: COC(=O)C=1C=C(C=C(C1N(C)S(=O)(=O)C1=CC=C(C=C1)OCC#CC)CN1CCN(CC1)C)C1=CC=CC=C1 (4-[(4-But-2-ynyloxy-benzenesulfonyl)-methyl-amino]-5-(4-methyl-piperazin-1-yl methyl)-biphenyl-3-carboxylic acid methyl ester), [OH-].[Na+] (NaOH), Cl (HCl). The solvent is C1CCOC1 (THF), CO (methanol). Product: C(C#CC)OC1=CC=C(C=C1)S(=O)(=O)N(C1=C(C=C(C=C1CN1CCN(CC1)C)C1=CC=CC=C1)C(=O)O)C (4-[(4-But-2-ynyloxy-benzenesulfonyl)-methyl-amino]-5-(4-methyl-piperazin-1-yl methyl)-biphenyl-3-carboxylic acid). The yield is 88.0%. Reaction SMILES: C[O:2][C:3]([C:5]1[CH:6]=[C:7]([C:35]2[CH:40]=[CH:39][CH:38]=[CH:37][CH:36]=2)[CH:8]=[C:9]([CH2:27][N:28]2[CH2:33][CH2:32][N:31]([CH3:34])[CH2:30][CH2:29]2)[C:10]=1[N:11]([S:13]([C:16]1[CH:21]=[CH:20][C:19]([O:22][CH2:23][C:24]#[C:25][CH3:26])=[CH:18][CH:17]=1)(=[O:15])=[O:14])[CH3:12])=[O:4].[OH-].[Na+].Cl>C1COCC1.CO>[CH2:23]([O:22][C:19]1[CH:18]=[CH:17][C:16]([S:13]([N:11]([CH3:12])[C:10]2[C:9]([CH2:27][N:28]3[CH2:29][CH2:30][N:31]([CH3:34])[CH2:32][CH2:33]3)=[CH:8][C:7]([C:35]3[CH:40]=[CH:39][CH:38]=[CH:37][CH:36]=3)=[CH:6][C:5]=2[C:3]([OH:4])=[O:2])(=[O:15])=[O:14])=[CH:21][CH:20]=1)[C:24]#[C:25][CH3:26] |f:1.2|. Procedure: A mixture of 0.965 g (1.72 mmol) of the product of Example 74 and 8.6 mL (8.59 mmol) of 1N NaOH in 8.6 mL of THF and 8.6 mL of methanol was heated to reflux for 18 h. The reaction mixture was cooled and neutralized with 3N HCl. The organic solvents were removed and the resulting aqueous solution was extracted with dichloromethane. The organic layer was separated, washed with water and brine, dried over Na2CO3 and concentrated in vacuo. The residue was triturated with ether to provide 0.829 g (89... The reactants are SC=1C=C2CC(N(C2=CC1)C)=O (5-mercapto-1-methylindolin-2-one), O[C@]1(C[C@@H](OCC1)C)C1=CC(=CC=C1)I ((2S,4R)-4-hydroxy-4(3-iodophenyl)-2-methyltetrahydropyran). Product: O[C@]1(C[C@@H](OCC1)C)C1=CC(=CC=C1)SC=1C=C2CC(N(C2=CC1)C)=O ((2S,4R)-4-hydroxy-2-methyl-4-[3-(1-methyl-2-oxoindolin-5-ylthio)phenyl]tetrahydropyran). Yield: 55.0%. As a reaction SMILES: [SH:1][C:2]1[CH:3]=[C:4]2[C:8](=[CH:9][CH:10]=1)[N:7]([CH3:11])[C:6](=[O:12])[CH2:5]2.[OH:13][C@:14]1([C:21]2[CH:26]=[CH:25][CH:24]=[C:23](I)[CH:22]=2)[CH2:19][CH2:18][O:17][C@@H:16]([CH3:20])[CH2:15]1>>[OH:13][C@:14]1([C:21]2[CH:26]=[CH:25][CH:24]=[C:23]([S:1][C:2]3[CH:3]=[C:4]4[C:8](=[CH:9][CH:10]=3)[N:7]([CH3:11])[C:6](=[O:12])[CH2:5]4)[CH:22]=2)[CH2:19][CH2:18][O:17][C@@H:16]([CH3:20])[CH2:15]1. Procedure: Using an analogous procedure to that described in Example 6, 5-mercapto-1-methylindolin-2-one was reacted with (2S,4R)-4-hydroxy-4(3-iodophenyl)-2-methyltetrahydropyran to give (2S,4R)-4-hydroxy-2-methyl-4-[3-(1-methyl-2-oxoindolin-5-ylthio)phenyl]tetrahydropyran in 55% yield, m.p. 110°-111° C. (recrystallised from a mixture of diethyl ether and ethyl acetate);